From a dataset of the Open Reaction Database (ORD), a public repository of structured organic reaction records. describe an organic reaction: reactants, conditions, products, and yield The reactants are Cl (HCl), solution, [Li+].[OH-] (LiOH), C(=O)(OCC)C(C(C=1C=NC(=CC1)N(C1=CC=C(C=C1)OC)C)C1=CC(=C(C=C1)OC(F)F)OC(F)F)C1=CC=NC=C1 (4-{1-Carbethoxy-2-[3,4-bis(difluoromethoxy)phenyl]-2-[6-(N-methyl-N-4-methoxyphenylamino)3-pyridyl]ethyl}pyridine). Solvent: C1CCOC1.CO.O (THF MeOH water). Run at temperature 65 celsius, time 3 hour. Yields the product FC(OC=1C=C(C=CC1OC(F)F)C(CC1=CC=NC=C1)C=1C=NC(=CC1)N(C1=CC=C(C=C1)OC)C)F (4-[2-[3,4-Bis(difluoromethoxy)phenyl]-2-[6-(N-methyl-N-4-methoxyphenylamino)3-pyridyl]ethyl}pyridine). Reaction SMILES: C([CH:6]([C:38]1[CH:43]=[CH:42][N:41]=[CH:40][CH:39]=1)[CH:7]([C:24]1[CH:29]=[CH:28][C:27]([O:30][CH:31]([F:33])[F:32])=[C:26]([O:34][CH:35]([F:37])[F:36])[CH:25]=1)[C:8]1[CH:9]=[N:10][C:11]([N:14]([CH3:23])[C:15]2[CH:20]=[CH:19][C:18]([O:21][CH3:22])=[CH:17][CH:16]=2)=[CH:12][CH:13]=1)(OCC)=O.[Li+].[OH-].Cl>C1COCC1.CO.O>[F:37][CH:35]([F:36])[O:34][C:26]1[CH:25]=[C:24]([CH:7]([C:8]2[CH:9]=[N:10][C:11]([N:14]([CH3:23])[C:15]3[CH:16]=[CH:17][C:18]([O:21][CH3:22])=[CH:19][CH:20]=3)=[CH:12][CH:13]=2)[CH2:6][C:38]2[CH:39]=[CH:40][N:41]=[CH:42][CH:43]=2)[CH:29]=[CH:28][C:27]=1[O:30][CH:31]([F:33])[F:32] |f:1.2,4.5.6|. Procedure: To a solution of the crude ester from Step 3 above in a mixture of THF/MeOH/water (4.5 mL/1.5 mL/1.5 mL), was added 1.6 mL (3.24 mmol) of a 2 N solution of LiOH. The resulting solution was stirred at 65 ° C. for 3 h, cooled down to room temperature followed by the addition of 3.4 mL of a 1.0 N HCl solution. The resulting mixture was rotovaped down to evaporate MeOH and the aqueous residue was diluted with ethyl acetate. The aqueous layer was extracted with ethyl acetate and the combined organic ... The reactants are CSCCCl, CS(C)=O, COC(=O)c1cc2c(s1)SCC(=O)N2, [I-], [K+], [Na+], [OH-], O. The product is COC(=O)c1cc2c(s1)SCC(=O)N2CCSC. As a reaction SMILES: [CH3:19][S:20][CH2:21][CH2:22][Cl:23].[CH3:24][S:25](=[O:26])[CH3:27].[CH3:3][O:4][C:5](=[O:6])[c:7]1[cH:8][c:9]2[c:10]([s:16]1)[S:11][CH2:12][C:13](=[O:15])[NH:14]2.[I-:18].[K+:2].[Na+:17].[OH-:1].[OH2:28]>>[CH3:3][O:4][C:5](=[O:6])[c:7]1[cH:8][c:9]2[c:10]([s:16]1)[S:11][CH2:12][C:13](=[O:15])[N:14]2[CH2:22][CH2:21][S:20][CH3:19]. The reactants are COC(C(CC(C)C)C=1C=C(C=C(C1)OS(=O)(=O)C(F)(F)F)C1=CC(=CC(=C1)C(F)(F)F)C(F)(F)F)=O (4-methyl-2-(5-trifluoromethanesulfonyloxy-3′,5′-bis-trifluoromethyl-biphenyl-3-yl)-pentanoic acid methyl ester), COC(C(CC(C)C)C=1C=C(C=C(C1)OS(=O)(=O)C(F)(F)F)C1=CC(=CC(=C1)C(F)(F)F)C(F)(F)F)=O (4-methyl-2-(5-trifluoromethanesulfonyloxy-3′,5′-bis-trifluoromethyl-biphenyl-3-yl)-pentanoic acid methyl ester), FC=1C=C(C=CC1Cl)B(O)O (3-fluoro-4-chlorophenylboronic acid). Yields the product COC(C(CC(C)C)C=1C=C(C=C(C1)C1=CC(=C(C=C1)Cl)F)C1=CC(=CC(=C1)C(F)(F)F)C(F)(F)F)=O (2-(3-Fluoro-4-chloro-3″,5″-bis-trifluoromethyl[1,1′;3′,1″]terphenyl-5′-yl)-4-methyl-pentanoic acid methyl ester). Isolated yield 65.0%. Reaction SMILES: [CH3:1][O:2][C:3](=[O:37])[CH:4]([C:9]1[CH:10]=[C:11]([C:23]2[CH:28]=[C:27]([C:29]([F:32])([F:31])[F:30])[CH:26]=[C:25]([C:33]([F:36])([F:35])[F:34])[CH:24]=2)[CH:12]=[C:13](OS(C(F)(F)F)(=O)=O)[CH:14]=1)[CH2:5][CH:6]([CH3:8])[CH3:7].[F:38][C:39]1[CH:40]=[C:41](B(O)O)[CH:42]=[CH:43][C:44]=1[Cl:45]>>[CH3:1][O:2][C:3](=[O:37])[CH:4]([C:9]1[CH:10]=[C:11]([C:23]2[CH:28]=[C:27]([C:29]([F:31])([F:30])[F:32])[CH:26]=[C:25]([C:33]([F:34])([F:35])[F:36])[CH:24]=2)[CH:12]=[C:13]([C:41]2[CH:42]=[CH:43][C:44]([Cl:45])=[C:39]([F:38])[CH:40]=2)[CH:14]=1)[CH2:5][CH:6]([CH3:8])[CH3:7]. Reported procedure: The title compound was prepared in 65% yield from 4-methyl-2-(5-trifluoromethanesulfonyloxy-3′,5′-bis-trifluoromethyl-biphenyl-3-yl)-pentanoic acid methyl ester (prepared in Intermediate A) and 3-fluoro-4-chlorophenylboronic acid under the conditions described in Example 26, step (d). Reactants: CO (MeOH), crude product, NC=1C=C(C=C(C1)C(F)(F)F)O (3-Amino-5-trifluoromethyl-phenol), N#CN (cyanamide), Cl (HCl). The solvent is C(Cl)Cl (CH2Cl2), O1CCOCC1 (dioxane), O1CCOCC1 (dioxane). Product: OC=1C=C(C=C(C1)C(F)(F)F)NC(=N)N (N-(3-Hydroxy-5-trifluoromethyl-phenyl)-guanidine). As a reaction SMILES: [NH2:1][C:2]1[CH:3]=[C:4]([OH:12])[CH:5]=[C:6]([C:8]([F:11])([F:10])[F:9])[CH:7]=1.[N:13]#[C:14][NH2:15].Cl.CO>O1CCOCC1.C(Cl)Cl>[OH:12][C:4]1[CH:3]=[C:2]([NH:1][C:14]([NH2:15])=[NH:13])[CH:7]=[C:6]([C:8]([F:9])([F:10])[F:11])[CH:5]=1. Procedure details: A solution of 3-Amino-5-trifluoromethyl-phenol (0.21 g, 1.19 mmol), cyanamide (0.5 g, 1.19 mmol), 4N HCl in dioxane (2.975 ml, 1.199 mmol) in dioxane (10 ml) was heated in a sealed tube at 80° C. overnight resulting in complete conversion to product by TLC (10% MeOH:CH2Cl2). The reaction was partitioned between ethyl acetate/saturated NH4Cl solution and extracted. Some product remained in the aqueous phase after multiple extractions. The crude product (0.65 g, 0.297 mmol) was sufficiently pure b... Reactants: Cc1c(C2CC2)nc2ccc([N+](=O)[O-])cn12, O=C(O)c1ccc(-c2ccc(Cl)cn2)cc1. Yields the product Cc1c(C2CC2)nc2ccc(NC(=O)c3ccc(-c4ccc(Cl)cn4)cc3)cn12. RXN SMILES: [CH:1]1([c:4]2[n:5][c:6]3[n:7]([cH:8][c:9]([N+:12]([O-:13])=[O:14])[cH:10][cH:11]3)[c:15]2[CH3:16])[CH2:2][CH2:3]1.[Cl:17][c:18]1[cH:19][cH:20][c:21](-[c:24]2[cH:25][cH:26][c:27]([C:30](=[O:31])[OH:32])[cH:28][cH:29]2)[n:22][cH:23]1>>[CH:1]1([c:4]2[n:5][c:6]3[n:7]([cH:8][c:9]([NH:12][C:30]([c:27]4[cH:26][cH:25][c:24](-[c:21]5[cH:20][cH:19][c:18]([Cl:17])[cH:23][n:22]5)[cH:29][cH:28]4)=[O:31])[cH:10][cH:11]3)[c:15]2[CH3:16])[CH2:2][CH2:3]1. Starting materials: ClC=1C=C(C=CC1Cl)C1(CN(CC1)C(C1=CC(=C(C(=C1)OC)OC)OC)=O)CCCS(=O)(=O)[O-] (2-[3-(3,4-Dichloro-phenyl)-1-(3,4,5-trimethoxy-benzoyl)-pyrrolidin-3-yl]-ethyl-methanesulfonate), Cl.C1(=CC=CC=C1)C1(CCNCC1)C(=O)N (4-Phenyl-piperidine-4-carboxylic acid amide hydrochloride), C([O-])([O-])=O.[K+].[K+] (potassium carbonate). Run in C1CCOC1 (THF). Product: ClC=1C=C(C=CC1Cl)C1(CN(CC1)C(C1=CC(=C(C(=C1)OC)OC)OC)=O)CCN1CCC(CC1)(C(=O)N)C1=CC=CC=C1 (1-[2-[3-(3,4-dichloro-phenyl)-1-(3,4,5-trimethoxy-benzoyl)-pyrrolidin-3-yl]-ethyl]-4-phenyl-piperidine-4-carboxylic acid amide). RXN SMILES: [Cl:1][C:2]1[CH:3]=[C:4]([C:9]2([CH2:28][CH2:29]CS([O-])(=O)=O)[CH2:13][CH2:12][N:11]([C:14](=[O:27])[C:15]3[CH:20]=[C:19]([O:21][CH3:22])[C:18]([O:23][CH3:24])=[C:17]([O:25][CH3:26])[CH:16]=3)[CH2:10]2)[CH:5]=[CH:6][C:7]=1[Cl:8].Cl.[C:36]1([C:42]2([C:48]([NH2:50])=[O:49])[CH2:47][CH2:46][NH:45][CH2:44][CH2:43]2)[CH:41]=[CH:40][CH:39]=[CH:38][CH:37]=1.C(=O)([O-])[O-].[K+].[K+]>C1COCC1>[Cl:1][C:2]1[CH:3]=[C:4]([C:9]2([CH2:28][CH2:29][N:45]3[CH2:44][CH2:43][C:42]([C:36]4[CH:37]=[CH:38][CH:39]=[CH:40][CH:41]=4)([C:48]([NH2:50])=[O:49])[CH2:47][CH2:46]3)[CH2:13][CH2:12][N:11]([C:14](=[O:27])[C:15]3[CH:16]=[C:17]([O:25][CH3:26])[C:18]([O:23][CH3:24])=[C:19]([O:21][CH3:22])[CH:20]=3)[CH2:10]2)[CH:5]=[CH:6][C:7]=1[Cl:8] |f:1.2,3.4.5|. Procedure details: 2-[3-(3,4-Dichloro-phenyl)-1-(3,4,5-trimethoxy-benzoyl)-pyrrolidin-3-yl]-ethyl-methanesulfonate (7.87 mmol) and THF/H20 (3/1, 80 mL) were combined. 4-Phenyl-piperidine-4-carboxylic acid amide hydrochloride (2.8 g, 11.64 mmol, 1.5 eq.) and potassium carbonate (3.3 g, 23.88 mmol, 3 eq.) were added. The mixture was heated to reflux for 72 h. The mixture was concentrated in in vacuo. The aqueous residue was extracted with dichloromethane. The organic phase was extracted with H2O (50 mL). The organic... Starting materials: C(N)(=S)C1CN(CC1)C(=O)OC(C)(C)C (tert-Butyl 3-carbamothioylpyrrolidine-1-carboxylate), ClC(C=O)C=O (2-chloromalonaldehyde), C([O-])([O-])=O.[Mg+2] (magnesium carbonate). Run in O1CCOCC1 (dioxane). Reaction conditions: temperature 60 celsius, time 8 hour. Product: C(=O)C1=CN=C(S1)C1CN(CC1)C(=O)OC(C)(C)C (tert-butyl 3-(5-formylthiazol-2-yl)pyrrolidine-1-carboxylate). As a reaction SMILES: [C:1]([CH:4]1[CH2:8][CH2:7][N:6]([C:9]([O:11][C:12]([CH3:15])([CH3:14])[CH3:13])=[O:10])[CH2:5]1)(=[S:3])[NH2:2].Cl[CH:17]([CH:20]=O)[CH:18]=[O:19].C(=O)([O-])[O-].[Mg+2]>O1CCOCC1>[CH:18]([C:17]1[S:3][C:1]([CH:4]2[CH2:8][CH2:7][N:6]([C:9]([O:11][C:12]([CH3:15])([CH3:14])[CH3:13])=[O:10])[CH2:5]2)=[N:2][CH:20]=1)=[O:19] |f:2.3|. Procedure: tert-Butyl 3-carbamothioylpyrrolidine-1-carboxylate (5 g, 21.71 mmol), 2-chloromalonaldehyde (3.70 g, 34.7 mmol) and magnesium carbonate (1.830 g, 21.71 mmol) were combined in dioxane (100 ml). The mixture was heated to 60° C. for 3 hours, stirred overnight at room temperature and then filtered through a pad of diatomaceous earth, rinsing with dichloromethane. The filtrate was concentrated in vacuo and then purified by normal phase chromatography to provide the title compound. Reactants: Cl.C1(=CC=CC=C1)S(=O)(=O)C1=CC2=C(O[C@H](CO2)CNC)C=C1 ((6-benzenesulfonyl-2,3-dihydro-benzo[1,4]dioxin-2-(S)-yl-methyl)-methyl amine hydrochloride salt). The solvent is CO (methanol). The product is C1(=CC=CC=C1)S(=O)(=O)C1=CC2=C(O[C@@H](CO2)CNC)C=C1 ((6-Benzenesulfonyl-2,3-dihydro-benzo[1,4]dioxin-2-(R)-ylmethyl)-methyl amine). As a reaction SMILES: Cl.[C:2]1([S:8]([C:11]2[CH:23]=[CH:22][C:14]3[O:15][C@@H:16]([CH2:19][NH:20][CH3:21])[CH2:17][O:18][C:13]=3[CH:12]=2)(=[O:10])=[O:9])[CH:7]=[CH:6][CH:5]=[CH:4][CH:3]=1>CO>[C:2]1([S:8]([C:11]2[CH:23]=[CH:22][C:14]3[O:15][C@H:16]([CH2:19][NH:20][CH3:21])[CH2:17][O:18][C:13]=3[CH:12]=2)(=[O:10])=[O:9])[CH:3]=[CH:4][CH:5]=[CH:6][CH:7]=1 |f:0.1|. Procedure: Following the same procedure, (6-benzenesulfonyl-2,3-dihydro-benzo[1,4]dioxin-2-(S)-yl-methyl)-methyl amine hydrochloride salt was also prepared: MS; (M+H)+ 320, m. p. 209.0-212.0° C., [α]=−44° (methanol; c=0.5). The reactants are C(C1=CC=CC=C1)OCC1C2(OCCO2)CCCC1 (6-((Benzyloxy)methyl)-1,4-dioxaspiro[4.5]decane), Cl (HCl), C([O-])([O-])=O.[Na+].[Na+] (sodium carbonate). Solvent: CC(=O)C (acetone). Run at time 5 hour. Product: C(C1=CC=CC=C1)OCC1C(CCCC1)=O (2-((Benzyloxy)methyl)cyclohexanone). As a reaction SMILES: [CH2:1]([O:8][CH2:9][CH:10]1[CH2:19][CH2:18][CH2:17][CH2:16][C:11]21OCC[O:12]2)[C:2]1[CH:7]=[CH:6][CH:5]=[CH:4][CH:3]=1.Cl.C(=O)([O-])[O-].[Na+].[Na+]>CC(C)=O>[CH2:1]([O:8][CH2:9][CH:10]1[CH2:19][CH2:18][CH2:17][CH2:16][C:11]1=[O:12])[C:2]1[CH:7]=[CH:6][CH:5]=[CH:4][CH:3]=1 |f:2.3.4|. Procedure details: A solution of 6-((Benzyloxy)methyl)-1,4-dioxaspiro[4.5]decane (2.4 g 9.1 mmol) in acetone (40 mL) was treated with 1.5N HCl (18 mL) and stirred at rt for 5 hours. The reaction mixture was neutralized with aqueous sodium carbonate and the volatile removed in vacuo. The residue was extracted with Et2O (3×50 mL) and the combined organic layer were washed with water (30 mL), brine (30 mL) and dried over sodium sulfate and concentrated to yield the desired product as pale yellow oil that was used in ...